Dataset: the Open Reaction Database (ORD), a public repository of structured organic reaction records. Task: describe an organic reaction: reactants, conditions, products, and yield Reactants: FC1=CC=C(C=C1)[C@H]1C[C@H](C1)NO (cis-3-(4-fluorophenyl)cyclobutylhydroxylamine), C1(=CC=C(C=C1)S(=O)(=O)N=C=O)C (p-toluenesulfonyl isocyanate). Solvent: C1CCOC1 (THF). Product: FC1=CC=C(C=C1)[C@H]1C[C@H](C1)N(C(=O)NS(=O)(=O)C1=CC=C(C=C1)C)O (N-[cis-3-(4-fluorophenyl)cyclobutyl]-N-hydroxy-N′-p-toluenesulfonylurea). Isolated yield 148.0%. RXN SMILES: [F:1][C:2]1[CH:7]=[CH:6][C:5]([C@@H:8]2[CH2:11][C@H:10]([NH:12][OH:13])[CH2:9]2)=[CH:4][CH:3]=1.[C:14]1([CH3:26])[CH:19]=[CH:18][C:17]([S:20]([N:23]=[C:24]=[O:25])(=[O:22])=[O:21])=[CH:16][CH:15]=1>C1COCC1>[F:1][C:2]1[CH:3]=[CH:4][C:5]([C@@H:8]2[CH2:11][C@H:10]([N:12]([OH:13])[C:24]([NH:23][S:20]([C:17]3[CH:18]=[CH:19][C:14]([CH3:26])=[CH:15][CH:16]=3)(=[O:22])=[O:21])=[O:25])[CH2:9]2)=[CH:6][CH:7]=1. Procedure details: To a stirred solution of cis-3-(4-fluorophenyl)cyclobutylhydroxylamine (0.9 g, 3 mmol) in THF (20 ml) was added p-toluenesulfonyl isocyanate (1.085 g, 5.5 mmol) at room temperature. The resultant precipitates were collected by filtration and recrystallized from ethyl acetate/EtOH to provide 1.68 g (89% yield) of the title compound as a colorless solid, m.p. 177-178° C. (dec.). Reactants: C(\C=C\C1=CC=CC=C1)(=O)O (trans-cinnamic acid), N1(C=NC=C1)CCCN (1H-imidazole-1-propanamine), C(=O)(N1C=NC=C1)N1C=NC=C1 (1,1'-carbonyldiimidazole), O1CCCC1 (tetrahydrofuran). The solvent is O (water). Conditions: time 18 hour. Product: N1(C=NC=C1)CCCNC(C=CC1=CC=CC=C1)=O (N-[3-(1H-Imidazol-1-yl)propyl]cinnamamide). RXN SMILES: [C:1]([OH:11])(=O)/[CH:2]=[CH:3]/[C:4]1[CH:9]=[CH:8][CH:7]=[CH:6][CH:5]=1.C(N1C=CN=C1)(N1C=CN=C1)=O.O1CCCC1.[N:29]1([CH2:34][CH2:35][CH2:36][NH2:37])[CH:33]=[CH:32][N:31]=[CH:30]1>O>[N:29]1([CH2:34][CH2:35][CH2:36][NH:37][C:1](=[O:11])[CH:2]=[CH:3][C:4]2[CH:5]=[CH:6][CH:7]=[CH:8][CH:9]=2)[CH:33]=[CH:32][N:31]=[CH:30]1. Procedure details: A mixture of 2.22 g. of trans-cinnamic acid, 2.43 g, of 1,1'-carbonyldiimidazole and 50 ml. of tetrahydrofuran was stirred for 2 hours, then 1.7 ml. of 1H-imidazole-1-propanamine was added. The reaction mixture was stirred for 18 hours, then 5 ml. of water was added, the mixture was heated for 30 minutes and then concentrated. Methylene chloride and 10 ml. of 1N sodium hydroxide were added and then layers were separated. The organic layer was washed with water, dried over magnesium sulfate and c... Reactants: FC1=CC=C(C(=C1F)NC1=C(C=C(C=C1)I)F)N (5,6-difluoro-N1-(2-fluoro-4-iodophenyl)benzene-1,2-diamine), C1(CCCC1)S(=O)(=O)Cl (cyclopentanesulfonyl chloride). Yields the product FC=1C(=C(C=CC1F)NS(=O)(=O)C1CCCC1)NC1=C(C=C(C=C1)I)F (N-(3,4-difluoro-2-(2-fluoro-4-iodophenylamino)phenyl)cyclopentanesulfonamide). As a reaction SMILES: [F:1][C:2]1[C:7]([F:8])=[C:6]([NH:9][C:10]2[CH:15]=[CH:14][C:13]([I:16])=[CH:12][C:11]=2[F:17])[C:5]([NH2:18])=[CH:4][CH:3]=1.[CH:19]1([S:24](Cl)(=[O:26])=[O:25])[CH2:23][CH2:22][CH2:21][CH2:20]1>>[F:8][C:7]1[C:6]([NH:9][C:10]2[CH:15]=[CH:14][C:13]([I:16])=[CH:12][C:11]=2[F:17])=[C:5]([NH:18][S:24]([CH:19]2[CH2:23][CH2:22][CH2:21][CH2:20]2)(=[O:26])=[O:25])[CH:4]=[CH:3][C:2]=1[F:1]. Reported procedure: According to the general procedure B, 5,6-difluoro-N1-(2-fluoro-4-iodophenyl)benzene-1,2-diamine was reacted with cyclopentanesulfonyl chloride to obtain the desired product 1H NMR (300 MHz, CDCl3): δ 7.42 (dd, J=2.1 & 10.5 Hz, 1H), 7.36 (ddd, J=2.4, 4.8, & 9.3 Hz, 1H), 7.25 (m, 2H), 7.10 (dd, J=9.6 & 17.7 Hz, 1H), 6.67 (br s, D2O exchangeable, 1H), 6.20 (dt, J=1.5, 8.4 & 17.4 Hz, 1H), 3.53 (p, 1H), 1.80 (m, 8H); m/z=495 [M−1]−. As a reaction SMILES: [Cl:1][c:2]1[n:3][c:4](-[c:10]2[cH:11][cH:12][c:13]([CH2:16][CH2:17][CH2:18][CH3:19])[cH:14][cH:15]2)[n:5][cH:6][c:7]1[C:8]#[N:9].[O:21]1[CH2:22][CH2:23][O:24][CH2:25][CH2:26]1.[Zn:20]>>[cH:2]1[n:3][c:4](-[c:10]2[cH:11][cH:12][c:13]([CH2:16][CH2:17][CH2:18][CH3:19])[cH:14][cH:15]2)[n:5][cH:6][c:7]1[C:8]#[N:9]. Yields the product CCCCc1ccc(-c2ncc(C#N)cn2)cc1. Reactants: CCCCc1ccc(-c2ncc(C#N)c(Cl)n2)cc1, C1COCCO1, [Zn]. Starting materials: BrC=1C=C(C=CC1)C(CN)N (1-(3-bromophenyl)ethane-1,2-diamine), [OH-].[K+] (potassium hydroxide), C1=CC=CC=2C3=CC=CC=C3C(C(C12)=O)=O (9,10-phenanthrenequinone). Reaction SMILES: [Br:1][C:2]1[CH:3]=[C:4]([CH:8]([NH2:11])[CH2:9][NH2:10])[CH:5]=[CH:6][CH:7]=1.[OH-].[K+].[CH:14]1[C:27]2[C:26](=O)[C:25](=O)[C:24]3[C:19](=[CH:20][CH:21]=[CH:22][CH:23]=3)[C:18]=2[CH:17]=[CH:16][CH:15]=1>C(O)C>[Br:1][C:2]1[CH:3]=[C:4]([C:8]2[CH:9]=[N:10][C:26]3[C:25](=[C:24]4[CH:23]=[CH:22][CH:21]=[CH:20][C:19]4=[C:18]4[CH:17]=[CH:16][CH:15]=[CH:14][C:27]4=3)[N:11]=2)[CH:5]=[CH:6][CH:7]=1 |f:1.2|. The solvent is C(C)O (ethanol). Yields the product BrC=1C=C(C=CC1)C1=NC2=C3C(=C4C(=C2N=C1)C=CC=C4)C=CC=C3 (2-(3-bromophenyl)dibenzo[f,h]quinoxaline). Reported procedure: First, into a 500-mL three-neck flask were put 2.5 g of 1-(3-bromophenyl)ethane-1,2-diamine, 0.62 g of potassium hydroxide, and 200 mL of dry ethanol, and the atmosphere in the flask was replaced with nitrogen. A reaction container was heated, the reacted solution was refluxed for two hours, 2.1 g of 9,10-phenanthrenequinone was added thereto, and the mixture was refluxed for nine hours. Then, the obtained mixture was subjected to suction filtration, and washed with ethanol, thereby obtaining 2-...